From a dataset of the Open Reaction Database (ORD), a public repository of structured organic reaction records. describe an organic reaction: reactants, conditions, products, and yield Reactants: NC1=CC=C(C=C1)C[C@@H](C(=O)OCC)NC(=O)OC(C)(C)C (ethyl (S)-3-(4-aminophenyl)-2-(N-t-butyloxycarbonylamino)propanoate), ClC1=NC=CC2=CC=CC=C12 (1-chloroisoquinoline), C(C)(C)N(C(C)C)CC (N,N-diisopropylethylamine). The solvent is C(C)OCCO (2-ethoxyethanol). Product: C(C)(C)(C)OC(=O)N[C@H](C(=O)OCC)CC1=CC=C(C=C1)NC1=NC=CC2=CC=CC=C12 (Ethyl (S)-2-(N-t-butyloxycarbonylamino)-3-[4-(isoquinolin-1-ylamino)phenyl]propanoate). RXN SMILES: [NH2:1][C:2]1[CH:7]=[CH:6][C:5]([CH2:8][C@H:9]([NH:15][C:16]([O:18][C:19]([CH3:22])([CH3:21])[CH3:20])=[O:17])[C:10]([O:12][CH2:13][CH3:14])=[O:11])=[CH:4][CH:3]=1.Cl[C:24]1[C:33]2[C:28](=[CH:29][CH:30]=[CH:31][CH:32]=2)[CH:27]=[CH:26][N:25]=1.C(N(CC)C(C)C)(C)C>C(OCCO)C>[C:19]([O:18][C:16]([NH:15][C@@H:9]([CH2:8][C:5]1[CH:4]=[CH:3][C:2]([NH:1][C:24]2[C:33]3[C:28](=[CH:29][CH:30]=[CH:31][CH:32]=3)[CH:27]=[CH:26][N:25]=2)=[CH:7][CH:6]=1)[C:10]([O:12][CH2:13][CH3:14])=[O:11])=[O:17])([CH3:21])([CH3:20])[CH3:22]. Procedure: A stirred solution of ethyl (S)-3-(4-aminophenyl)-2-(N-t-butyloxycarbonylamino)propanoate (3.08 g, 10.0 mmol), 1-chloroisoquinoline (1.80 g, 11.0 mmol) and N,N-diisopropylethylamine (1.42 g, 1.91 ml, 11.0 mmol) in 2-ethoxyethanol (1.0 ml) was heated at 130° for 4 h. The volatiles were removed in vacuo and the residue partitioned between EtOAc (120 ml) and saturated aqueous NaHCO3 (50 ml). The phases were separated and the aqueous layer was re-extracted with EtOAc (80 ml). The combined organic ex... The reactants are C(CCCCCCC)N1CCC2=C(C(=C(C(=C12)NC(C(C)(C)C)=O)C)CC(=O)OCC)C (N-(1-Octyl-5-ethoxycarbonylmethyl-4,6-dimethylindolin-7-yl)-2,2-dimethylpropanamide), [OH-].[Na+] (NaOH). The solvent is CCO (EtOH), O (water). Run at temperature 60 celsius, time 1 hour. Product: C(CCCCCCC)N1CCC2=C(C(=C(C(=C12)NC(C(C)(C)C)=O)C)CC(=O)O)C (N-(1-Octyl-5-carboxymethyl-4,6-dimethylindolin-7-yl)-2,2-dimethylpropanamide). The yield is 73.2%. As a reaction SMILES: [CH2:1]([N:9]1[C:17]2[C:12](=[C:13]([CH3:32])[C:14]([CH2:26][C:27]([O:29]CC)=[O:28])=[C:15]([CH3:25])[C:16]=2[NH:18][C:19](=[O:24])[C:20]([CH3:23])([CH3:22])[CH3:21])[CH2:11][CH2:10]1)[CH2:2][CH2:3][CH2:4][CH2:5][CH2:6][CH2:7][CH3:8].[OH-].[Na+]>CCO.O>[CH2:1]([N:9]1[C:17]2[C:12](=[C:13]([CH3:32])[C:14]([CH2:26][C:27]([OH:29])=[O:28])=[C:15]([CH3:25])[C:16]=2[NH:18][C:19](=[O:24])[C:20]([CH3:21])([CH3:22])[CH3:23])[CH2:11][CH2:10]1)[CH2:2][CH2:3][CH2:4][CH2:5][CH2:6][CH2:7][CH3:8] |f:1.2|. Reported procedure: N-(1-Octyl-5-ethoxycarbonylmethyl-4,6-dimethylindolin-7-yl)-2,2-dimethylpropanamide (3.5 g) was dissolved in EtOH (50 ml) and a solution of NaOH (1.6 g) in water (20 ml) was added, which was followed by stirring at 60° C. for 1 hr. EtOH was evaporated under reduced pressure. The residue was dissolved in water (20 ml) and the mixture was washed with AcOEt (20 ml). The aqueous layer was neutralized with 2N-hydrochloric acid and extracted with AcOEt (50 ml). The AcOEt layer was washed with saturate... Product: Cc1ccc(C(=O)C(C)C)o1. Starting materials: FB(F)F, CCOCC, CC(C)C(=O)O, Cc1ccccc1, Cc1ccco1, O=C(OC(=O)C(Cl)Cl)C(Cl)Cl. As a reaction SMILES: [B:29]([F:30])([F:31])[F:32].[CH2:24]([O:25][CH2:26][CH3:27])[CH3:28].[CH3:1][CH:2]([CH3:3])[C:4]([OH:5])=[O:6].[CH3:33][c:34]1[cH:35][cH:36][cH:37][cH:38][cH:39]1.[CH3:7][c:8]1[o:9][cH:10][cH:11][cH:12]1.[Cl:13][CH:14]([Cl:15])[C:16]([O:17][C:18](=[O:19])[CH:20]([Cl:21])[Cl:22])=[O:23]>>[CH3:1][CH:2]([CH3:3])[C:4](=[O:6])[c:10]1[o:9][c:8]([CH3:7])[cH:12][cH:11]1. The reactants are BrC1=C2C=CN(C(C2=CC=C1)C#N)C(=O)C1=CC=CC=C1 (5-Bromo-2-(phenylcarbonyl)-1,2-dihydro-1-isoquinolinecarbonitrile), C([O-])([O-])=O.[K+].[K+] (potassium carbonate), BrCCCO[Si](C)(C)C(C)(C)C ((3-Bromopropoxy)-tert-butyldimethylsilane), [H-].[Na+] (sodium hydride). Solvent: C(Cl)Cl (DCM). Run at temperature -10 celsius, time 5 minute. Yields the product BrC1=C2C=CN=C(C2=CC=C1)CCCO[Si](C)(C)C(C)(C)C (5-Bromo-1-(3-{[(1,1-dimethylethyl)(dimethyl)silyl]oxy}propyl)isoquinoline). Isolated yield 82.9%. Reaction SMILES: [Br:1][C:2]1[CH:11]=[CH:10][CH:9]=[C:8]2[C:3]=1[CH:4]=[CH:5][N:6](C(C1C=CC=CC=1)=O)[CH:7]2[C:12]#N.BrC[CH2:24][CH2:25][O:26][Si:27]([C:30]([CH3:33])([CH3:32])[CH3:31])([CH3:29])[CH3:28].[H-].[Na+].C(=O)([O-])[O-].[K+].[K+]>C(Cl)Cl>[Br:1][C:2]1[CH:11]=[CH:10][CH:9]=[C:8]2[C:3]=1[CH:4]=[CH:5][N:6]=[C:7]2[CH2:12][CH2:24][CH2:25][O:26][Si:27]([C:30]([CH3:33])([CH3:32])[CH3:31])([CH3:29])[CH3:28] |f:2.3,4.5.6|. Reported procedure: A dried round bottomed flask was charged with 5-bromo-2-(phenylcarbonyl)-1,2-dihydro-1-isoquinolinecarbonitrile (D10; 687 mg, 2.03 mmol) and dry, nitrogen purged N,N-dimethylformamide (DMF) (15 ml). The solution was cooled to −10° C. with stirring in an ice/methanol bath at which temperature the flask was evacuated. The flask was closed from the vacuum and allowed to warm to room temperature before the vacuum was re-introduced and the vessel then filled with nitrogen. (3-Bromopropoxy)-tert-butyl...